describe an organic reaction: reactants, conditions, products, and yield From a dataset of the Open Reaction Database (ORD), a public repository of structured organic reaction records. Reactants: FC1=CC=C(C=C1)C(O)(C1CCNCC1)C1=CC=C(C=C1)F (α,α-bis(4-fluorophenyl)-4-piperidinemethanol), ClCCCC(=O)N(C1=CC=CC=C1)C (4-chloro-N-methyl-N-phenylbutanamide), C([O-])([O-])=O.[Na+].[Na+] (sodium carbonate), [I-].[K+] (potassium iodide), Cl (hydrochloric acid). Run in CN(C=O)C (N,N-dimethylformamide), O (water). Conditions: time 72 hour. The product is O.Cl.FC1=CC=C(C=C1)C(C1CCN(CC1)CCCC(=O)N(C1=CC=CC=C1)C)(O)C1=CC=C(C=C1)F (4-[Bis(4-fluorophenyl)hydroxymethyl]-N-methyl-N-phenyl-1-piperidinebutanamide hydrochloride hydrate). Yield: 52.5%. Reaction SMILES: [F:1][C:2]1[CH:7]=[CH:6][C:5]([C:8]([C:16]2[CH:21]=[CH:20][C:19]([F:22])=[CH:18][CH:17]=2)([CH:10]2[CH2:15][CH2:14][NH:13][CH2:12][CH2:11]2)[OH:9])=[CH:4][CH:3]=1.[Cl:23][CH2:24][CH2:25][CH2:26][C:27]([N:29]([CH3:36])[C:30]1[CH:35]=[CH:34][CH:33]=[CH:32][CH:31]=1)=[O:28].C(=O)([O-])[O-].[Na+].[Na+].[I-].[K+].Cl>CN(C)C=O.O>[OH2:9].[ClH:23].[F:1][C:2]1[CH:7]=[CH:6][C:5]([C:8]([C:16]2[CH:17]=[CH:18][C:19]([F:22])=[CH:20][CH:21]=2)([OH:9])[CH:10]2[CH2:11][CH2:12][N:13]([CH2:24][CH2:25][CH2:26][C:27]([N:29]([CH3:36])[C:30]3[CH:35]=[CH:34][CH:33]=[CH:32][CH:31]=3)=[O:28])[CH2:14][CH2:15]2)=[CH:4][CH:3]=1 |f:2.3.4,5.6,10.11.12|. Reported procedure: A mixture of 6.1 g (0.020 mole) of α,α-bis(4-fluorophenyl)-4-piperidinemethanol, 6.4 g (0.030 mole) of 4-chloro-N-methyl-N-phenylbutanamide, 8.5 g (0.080 mole) of anhydrous sodium carbonate and 0.4 g (0.002 mole) of potassium iodide in 100 mL of N,N-dimethylformamide was stirred at ambient temperature for 72 h. The mixture was poured into 1.5 L of water and extracted thrice with 250 mL portions of ethyl acetate. The ethyl acetate fractions were combined, washed with water and brine, dried (MgSO4... Reactants: IN1C(CCC1=O)=O (N-iodosuccinimide), FC1=CC=C(C=C1)C=1C=CC=2N(C1)N=CC2 (6-(4-fluoro-phenyl)-pyrazolo[1,5-a]pyridine). The solvent is CN(C)C=O (DMF). Conditions: time 45 minute. Product: FC1=CC=C(C=C1)C=1C=CC=2N(C1)N=CC2I (6-(4-Fluoro-phenyl)-3-iodo-pyrazolo[1,5-a]pyridine). Yield: 78.3%. As a reaction SMILES: [I:1]N1C(=O)CCC1=O.[F:9][C:10]1[CH:15]=[CH:14][C:13]([C:16]2[CH:17]=[CH:18][C:19]3[N:20]([N:22]=[CH:23][CH:24]=3)[CH:21]=2)=[CH:12][CH:11]=1>CN(C=O)C>[F:9][C:10]1[CH:11]=[CH:12][C:13]([C:16]2[CH:17]=[CH:18][C:19]3[N:20]([N:22]=[CH:23][C:24]=3[I:1])[CH:21]=2)=[CH:14][CH:15]=1. Procedure details: N-iodosuccinimide (630 mg, 2.8 mmol) was added in one portion to a stirred solution of 6-(4-fluoro-phenyl)-pyrazolo[1,5-a]pyridine (500 mg, 2.4 mmol) in dry DMF (6 ml) at RT under N2. After 45 minutes, the reaction was quenched with saturated aqueous sodium thiosulphate/saturated NaHCO3 (1:1, 40 ml). The mixture was stirred at RT for 15 minutes then partitioned between EtOAc/H2O. The organic layer was washed with water (×1), brine (×1), then dried (MgSO4), filtered and evaporated. The residue wa... The reactants are ClC1=C(C=C(C=C1)S(=O)(=O)Cl)[N+](=O)[O-] (4-chloro-3-nitrobenzenesulfonyl chloride), COC1=C(N)C=CC=C1 (2-methoxyaniline), ClC1=C(C=C(C=C1)S(=O)(=O)NC1=C(C=CC=C1)OC)[N+](=O)[O-] (4-Chloro-N-(2-methoxyphenyl)-3-nitrobenzenesulfonamide), N1CCNCC1 (piperazine). Run in N1=CC=CC=C1 (pyridine). Yields the product COC1=C(C=CC=C1)NS(=O)(=O)C1=CC(=C(C=C1)N1CCNCC1)[N+](=O)[O-] (N-(2-methoxyphenyl)-4-(piperazinyl)-3-nitrobenzenesulfonamide). RXN SMILES: ClC1C=CC(S(Cl)(=O)=O)=CC=1[N+]([O-])=O.COC1C=CC=CC=1N.Cl[C:25]1[CH:30]=[CH:29][C:28]([S:31]([NH:34][C:35]2[CH:40]=[CH:39][CH:38]=[CH:37][C:36]=2[O:41][CH3:42])(=[O:33])=[O:32])=[CH:27][C:26]=1[N+:43]([O-:45])=[O:44].[NH:46]1[CH2:51][CH2:50][NH:49][CH2:48][CH2:47]1>N1C=CC=CC=1>[CH3:42][O:41][C:36]1[CH:37]=[CH:38][CH:39]=[CH:40][C:35]=1[NH:34][S:31]([C:28]1[CH:29]=[CH:30][C:25]([N:46]2[CH2:51][CH2:50][NH:49][CH2:48][CH2:47]2)=[C:26]([N+:43]([O-:45])=[O:44])[CH:27]=1)(=[O:33])=[O:32]. Reported procedure: The compound was prepared from 4-chloro-3-nitrobenzenesulfonyl chloride (1 g, 3.9 mmol), 2-methoxyaniline (0.53 mL, 4.7 mmol) and pyridine (1.6 mL) in CH2CL2 (2 mL). 4-Chloro-N-(2-methoxyphenyl)-3-nitrobenzenesulfonamide (0.345 g) was reacted with piperazine (0.111 g) to afford N-(2-methoxyphenyl)-4-(piperazinyl)-3-nitrobenzenesulfonamide. This was then treated with Raney-Ni and hydrazine monohydrate. The final product was isolated as its HCl salt. 1H NMR (DMSO-d6) δ 7.18-7.20 (m, 1H), 7.08-7.10... The reactants are ClCCl, CNc1ccccc1, CCOC(=O)OC(=O)C(C(=O)OC(C)C)=C1SC=CS1. Yields the product CC(C)OC(=O)C(C(=O)N(C)c1ccccc1)=C1SC=CS1. RXN SMILES: [CH2:29]([Cl:30])[Cl:31].[CH3:21][NH:22][c:23]1[cH:24][cH:25][cH:26][cH:27][cH:28]1.[S:1]1[C:2](=[C:6]([C:7](=[O:8])[O:9][CH:10]([CH3:11])[CH3:12])[C:13]([O:15][C:14]([O:16][CH2:17][CH3:18])=[O:19])=[O:20])[S:3][CH:4]=[CH:5]1>>[S:1]1[C:2](=[C:6]([C:7](=[O:8])[O:9][CH:10]([CH3:11])[CH3:12])[C:13](=[O:15])[N:22]([CH3:21])[c:23]2[cH:24][cH:25][cH:26][cH:27][cH:28]2)[S:3][CH:4]=[CH:5]1. The reactants are CCO, O=C=Nc1cccc(Cl)c1, Nc1n[nH]c2ncnc(Nc3cccc(Cl)c3)c12, C1COCCO1, c1ncc2[nH]ncc2n1. Product: O=C(Nc1cccc(Cl)c1)Nc1n[nH]c2ncnc(Nc3cccc(Cl)c3)c12. Reaction SMILES: [CH3:44][CH2:45][OH:46].[Cl:19][c:20]1[cH:21][c:22]([N:26]=[C:27]=[O:28])[cH:23][cH:24][cH:25]1.[NH2:1][c:2]1[n:3][nH:4][c:5]2[n:6][cH:7][n:8][c:9]([NH:11][c:12]3[cH:13][c:14]([Cl:18])[cH:15][cH:16][cH:17]3)[c:10]12.[O:38]1[CH2:39][CH2:40][O:41][CH2:42][CH2:43]1.[nH:29]1[c:30]2[cH:31][n:32][cH:33][n:34][c:35]2[cH:36][n:37]1>>[NH:1]([c:2]1[n:3][nH:4][c:5]2[n:6][cH:7][n:8][c:9]([NH:11][c:12]3[cH:13][c:14]([Cl:18])[cH:15][cH:16][cH:17]3)[c:10]12)[C:27]([NH:26][c:22]1[cH:21][c:20]([Cl:19])[cH:25][cH:24][cH:23]1)=[O:28]. Reactants: C1C(CC2=CC=CC=C12)=O (2-indanone), N1CCCC1 (pyrrolidine), O (water). Run in C1(=CC=CC=C1)C (toluene). Yields the product C1C(=CC2=CC=CC=C12)N1CCCC1 (1-(1H-Inden-2-yl)pyrrolidine). RXN SMILES: [CH2:1]1[C:9]2[C:4](=[CH:5][CH:6]=[CH:7][CH:8]=2)[CH2:3][C:2]1=O.[NH:11]1[CH2:15][CH2:14][CH2:13][CH2:12]1.O>C1(C)C=CC=CC=1>[CH2:1]1[C:9]2[C:4](=[CH:5][CH:6]=[CH:7][CH:8]=2)[CH:3]=[C:2]1[N:11]1[CH2:15][CH2:14][CH2:13][CH2:12]1. Procedure: A mixture of 2-indanone (2.0 g, 15.1 mmol) and pyrrolidine (1.6 mL, 19.7 mmol) in anhydrous toluene (61 mL) was refluxed under nitrogen with azeotropic removal of water (Dean-Stark apparatus) for 2 h. The mixture was then cooled and concentrated to dryness in vacuo to give the title compound. MS:m/z=186.2 (M+1). The reactants are COC1=CC(=CC=C1)OC (1,3-Dimethoxybenzene), ICCCC (1-iodobutane). Yields the product C(CCC)C1=C(C=CC=C1OC)OC (2-butyl-1,3-dimethoxybenzene). Yield: 71.0%. Reaction SMILES: [CH3:1][O:2][C:3]1[CH:8]=[CH:7][CH:6]=[C:5]([O:9][CH3:10])[CH:4]=1.I[CH2:12][CH2:13][CH2:14][CH3:15]>>[CH2:12]([C:4]1[C:3]([O:2][CH3:1])=[CH:8][CH:7]=[CH:6][C:5]=1[O:9][CH3:10])[CH2:13][CH2:14][CH3:15]. Procedure: 1,3-Dimethoxybenzene (15.0 g, 109 mmol) was alkylated with 1-iodobutane as described above for the preparation of Example 10(A) except that the final reaction mixture was not refluxed. Purification via silica gel chromatography (ethyl acetate/hexane) provided 15.0 g (71%) of the title intermediate product as a yellow oil: NMR (CDCl3) 7.18 (t, J=8.2 Hz, 1H), 6.59 (d, J=9.7 Hz, 2H), 3.84 (s, 6H), 2.70 (t, J=8.7 Hz, 2H), 1.50 (hextet, J=6 Hz, 2H), 1.44 (quintet, J=6 Hz, 2H), 0.98 (t, J=8.2 Hz, 3H);... Procedure: 10-Bromo-2-carbamoyl-9-fluoro-5,6-dihydroimidazo[1,2-d][1,4]benzoxazepine-3-carboxylic acid (60 mg) was reacted with dimethylamine Hydrochloride similar to as described in Example 2 to produce crude 10-bromo-9-fluoro-N3,N3-dimethyl-5,6-dihydroimidazo[1,2-d][1,4]benzoxazepine-2,3-dicarboxamide which was then reacted with 2-Methyl-3-butyne-ol similar to as described in Procedure E to afford 41.3 mg of 9-fluoro-10-(3-hydroxy-3-methyl-but-1-ynyl)-N3,N3-dimethyl-5,6-dihydroimidazo[1,2-d][1,4]benz oxa... Reactants: BrC=1C(=CC2=C(C=3N(CCO2)C(=C(N3)C(N)=O)C(=O)O)C1)F (10-Bromo-2-carbamoyl-9-fluoro-5,6-dihydroimidazo[1,2-d][1,4]benzoxazepine-3-carboxylic acid), Cl.CNC (dimethylamine Hydrochloride). The product is BrC=1C(=CC2=C(C=3N(CCO2)C(=C(N3)C(=O)N)C(=O)N(C)C)C1)F (10-bromo-9-fluoro-N3,N3-dimethyl-5,6-dihydroimidazo[1,2-d][1,4]benzoxazepine-2,3-dicarboxamide). As a reaction SMILES: [Br:1][C:2]1[C:3]([F:22])=[CH:4][C:5]2[O:11][CH2:10][CH2:9][N:8]3[C:12]([C:18](O)=[O:19])=[C:13]([C:15](=[O:17])[NH2:16])[N:14]=[C:7]3[C:6]=2[CH:21]=1.Cl.[CH3:24][NH:25][CH3:26]>>[Br:1][C:2]1[C:3]([F:22])=[CH:4][C:5]2[O:11][CH2:10][CH2:9][N:8]3[C:12]([C:18]([N:25]([CH3:26])[CH3:24])=[O:19])=[C:13]([C:15]([NH2:16])=[O:17])[N:14]=[C:7]3[C:6]=2[CH:21]=1 |f:1.2|. Reactants: BrC=1C=C2N(CC(NC2=CC1)=O)C(C)C (6-bromo-4-isopropyl-3,4-dihydro-1H-quinoxalin-2-one), ClC=1C=C(C=CC1)B(O)O (3-chlorophenylboronic acid), C([O-])([O-])=O.[K+].[K+] (potassium carbonate). The reagents and catalysts are C=1C=CC(=CC1)[P](C=2C=CC=CC2)(C=3C=CC=CC3)[Pd]([P](C=4C=CC=CC4)(C=5C=CC=CC5)C=6C=CC=CC6)([P](C=7C=CC=CC7)(C=8C=CC=CC8)C=9C=CC=CC9)[P](C=1C=CC=CC1)(C=1C=CC=CC1)C=1C=CC=CC1 (tetrakis(triphenylphosphine)palladium(0)). Run in C(OC)COC (dimethoxyethane), C(C)O (ethanol), O (water), O (water). The product is ClC=1C=C(C=CC1)C=1C=C2N(CC(NC2=CC1)=O)C(C)C (6-(3-Chloro-phenyl)-4-isopropyl-3,4-dihydro-1H-quinoxalin-2-one). Reaction SMILES: Br[C:2]1[CH:3]=[C:4]2[C:9](=[CH:10][CH:11]=1)[NH:8][C:7](=[O:12])[CH2:6][N:5]2[CH:13]([CH3:15])[CH3:14].[Cl:16][C:17]1[CH:18]=[C:19](B(O)O)[CH:20]=[CH:21][CH:22]=1.C(=O)([O-])[O-].[K+].[K+]>C(COC)OC.C(O)C.O.C1C=CC([P]([Pd]([P](C2C=CC=CC=2)(C2C=CC=CC=2)C2C=CC=CC=2)([P](C2C=CC=CC=2)(C2C=CC=CC=2)C2C=CC=CC=2)[P](C2C=CC=CC=2)(C2C=CC=CC=2)C2C=CC=CC=2)(C2C=CC=CC=2)C2C=CC=CC=2)=CC=1>[Cl:16][C:17]1[CH:22]=[C:21]([C:2]2[CH:3]=[C:4]3[C:9](=[CH:10][CH:11]=2)[NH:8][C:7](=[O:12])[CH2:6][N:5]3[CH:13]([CH3:15])[CH3:14])[CH:20]=[CH:19][CH:18]=1 |f:2.3.4,^1:45,47,66,85|. Procedure: A mixture of 6-bromo-4-isopropyl-3,4-dihydro-1H-quinoxalin-2-one (2 g, 75 mmol), 3-chlorophenylboronic acid (1.6 g, 10 mmol), potassium carbonate (4 g, 30 mmol) and tetrakis(triphenylphosphine)palladium(0) (0.4 g, 0.35 mmol) in dimethoxyethane (100 ml), ethanol (25 ml), and water (25 ml) was heated to reflux for 6 hrs. After cooling to room temperature the mixture was diluted with water and extracted with EtOAc (3×50 mL). The combined organic layers were washed with water, then brine, dried (MgS... The reactants are OC1=C(C=C(C=C1C)CCC(=O)C=1SC=C(C1CCC)CC(C)C)C (3-(4-hydroxy-3,5-dimethyl-phenyl)-1-(4-isobutyl-3-propyl-thiophen-2-yl)-propan-1-one), ClC[C@H](CO)O ((S)-3-chloro-1,2-propanediol), ClC[C@H](CO)O ((S)-3-chloro-1,2-propanediol). Solvent: C(C)(C)O (isopropanol), [OH-].[Na+] (NaOH), O (water). Conditions: temperature 70 celsius, time 4 hour. Yields the product O[C@H](COC1=C(C=C(C=C1C)CCC(=O)C=1SC=C(C1CCC)CC(C)C)C)CO (3-[4-((S)-2,3-dihydroxy-propoxy)-3,5-dimethyl-phenyl]-1-(4-isobutyl-3-propyl-thiophen-2-yl)-propan-1-one). The yield is 13.8%. As a reaction SMILES: [OH:1][C:2]1[C:7]([CH3:8])=[CH:6][C:5]([CH2:9][CH2:10][C:11]([C:13]2[S:14][CH:15]=[C:16]([CH2:21][CH:22]([CH3:24])[CH3:23])[C:17]=2[CH2:18][CH2:19][CH3:20])=[O:12])=[CH:4][C:3]=1[CH3:25].Cl[CH2:27][C@@H:28]([OH:31])[CH2:29][OH:30]>C(O)(C)C.[OH-].[Na+].O>[OH:31][C@@H:28]([CH2:29][OH:30])[CH2:27][O:1][C:2]1[C:7]([CH3:8])=[CH:6][C:5]([CH2:9][CH2:10][C:11]([C:13]2[S:14][CH:15]=[C:16]([CH2:21][CH:22]([CH3:24])[CH3:23])[C:17]=2[CH2:18][CH2:19][CH3:20])=[O:12])=[CH:4][C:3]=1[CH3:25] |f:3.4|. Procedure details: To a solution of 3-(4-hydroxy-3,5-dimethyl-phenyl)-1-(4-isobutyl-3-propyl-thiophen-2-yl)-propan-1-one (108 mg, 0.301 mmol) in isopropanol (5 mL), 3 N aq. NaOH (3 mL) followed by (S)-3-chloro-1,2-propanediol (167 mg, 1.51 mmol) is added. The mixture is stirred at 70° C. for 4 h. After 4, 5, 6, 7 and 8 h an additional portion of (S)-3-chloro-1,2-propanediol (5×97 mg, 0.878 mmol) is added. After the last addition, stirring is continued at 60° C. for 16 h. The mixture is diluted with water and extra...